Dataset: the Open Reaction Database (ORD), a public repository of structured organic reaction records. Task: describe an organic reaction: reactants, conditions, products, and yield Starting materials: cinnamoyl anhydride, anhydrides, C(C=CC1=CC=CC=C1)(=O)OC1=C(N(S(C2=C1C=CC=C2)(=O)=O)C)C(=O)O (4-cinnamoyloxy-2-methyl-2H-1,2-benzothiazine-3-carboxylic acid 1,1-dioxide), C(Cl)Cl (methylene chloride), NC1=NC=CC=C1 (2-aminopyridine). Solvent: C(C)OCC (diethyl ether). The product is C(C=CC1=CC=CC=C1)(=O)OC1=C(N(S(C2=C1C=CC=C2)(=O)=O)C)C(=O)NC2=NC=CC=C2 (4-cinnamoyloxy-2-methyl-N-(2-pyridyl)-2H-1,2-benzothiazine-3-carboxamide 1,1-dioxide). Reaction SMILES: [C:1]([O:11][C:12]1[C:17]2[CH:18]=[CH:19][CH:20]=[CH:21][C:16]=2[S:15](=[O:23])(=[O:22])[N:14]([CH3:24])[C:13]=1[C:25]([OH:27])=O)(=[O:10])[CH:2]=[CH:3][C:4]1[CH:9]=[CH:8][CH:7]=[CH:6][CH:5]=1.C(Cl)Cl.[NH2:31][C:32]1[CH:37]=[CH:36][CH:35]=[CH:34][N:33]=1>C(OCC)C>[C:1]([O:11][C:12]1[C:17]2[CH:18]=[CH:19][CH:20]=[CH:21][C:16]=2[S:15](=[O:23])(=[O:22])[N:14]([CH3:24])[C:13]=1[C:25]([NH:31][C:32]1[CH:37]=[CH:36][CH:35]=[CH:34][N:33]=1)=[O:27])(=[O:10])[CH:2]=[CH:3][C:4]1[CH:9]=[CH:8][CH:7]=[CH:6][CH:5]=1. Procedure details: The cinnamoyl anhydride and the other mixed anhydrides of 4-cinnamoyloxy-2-methyl-2H-1,2-benzothiazine-3-carboxylic acid 1,1-dioxide prepared respectively according to Example 12 or Example 13 are directly reacted, without previous purification or recovery from their methylene chloride solution, with 2-2.5 molar equivalents of 2-aminopyridine with stirring and external cooling. After dilution with 3 volumes of diethyl ether the reaction mixture is stirred at 15° C. for 3 hours, then the procedur... Starting materials: CS(=O)(=O)O (methane sulfonic acid), NN1C(=CC(=C1)Br)C(=O)OC (methyl 1-amino-4-bromo-1H-pyrrole-2-carboxylate), C(C)OC(CC#N)OCC (3,3-diethoxypropionitrile), ClC(C)Cl (dichloroethane), C1CCC2=NCCCN2CC1 (DBU). The solvent is C(C)(C)O (isopropanol), C(C)O (ethanol), C(Cl)Cl (CH2Cl2). Conditions: temperature 85 celsius, time 1 hour. Product: BrC=1C=C2N(N=CC(=C2O)C#N)C1 (6-Bromo-4-hydroxypyrrolo[1,2-b]pyridazine-3-carbonitrile). Isolated yield 54.9%. As a reaction SMILES: CS(O)(=O)=O.[NH2:6][N:7]1[CH:11]=[C:10]([Br:12])[CH:9]=[C:8]1[C:13]([O:15]C)=O.C(O[CH:20](OCC)[CH2:21][C:22]#[N:23])C.ClC(Cl)C.C1CCN2C(=NCCC2)CC1>C(Cl)Cl.C(O)C.C(O)(C)C>[Br:12][C:10]1[CH:9]=[C:8]2[C:13]([OH:15])=[C:21]([C:22]#[N:23])[CH:20]=[N:6][N:7]2[CH:11]=1. Reported procedure: To a round bottom flask was added the methane sulfonic acid salt of methyl 1-amino-4-bromo-1H-pyrrole-2-carboxylate (140 g, 0.444 mol), isopropanol (700 mL) and 3,3-diethoxypropionitrile (128 g, 0.888 mol). The reaction mixture was slowly brought to 85° C. over 1 hour and then stirred at 85° C. for 2 hours. At this time, the ethanol that was generated and the isopropanol was removed under vacuum. The resulting residue was dissolved in CH2Cl2 and washed with water and brine solution. The organic ... The yield is 6.6%. Reaction SMILES: Cl[CH2:2][C:3]([NH:5][C:6]1[N:11]=[C:10]2[N:12]([CH2:24][CH3:25])[C:13]([C:15]([N:17]([CH:21]3[CH2:23][CH2:22]3)[CH:18]3[CH2:20][CH2:19]3)=[O:16])=[CH:14][C:9]2=[C:8]2[N:26]([CH3:29])[CH:27]=[N:28][C:7]=12)=O.[C:30]([NH2:33])(=[S:32])[CH3:31]>CN(C=O)C>[CH:18]1([N:17]([CH:21]2[CH2:23][CH2:22]2)[C:15]([C:13]2[N:12]([CH2:24][CH3:25])[C:10]3=[N:11][C:6]([NH:5][C:3]4[N:33]=[C:30]([CH3:31])[S:32][CH:2]=4)=[C:7]4[N:28]=[CH:27][N:26]([CH3:29])[C:8]4=[C:9]3[CH:14]=2)=[O:16])[CH2:20][CH2:19]1. Reactants: ClCC(=O)NC1=C2C(=C3C(=N1)N(C(=C3)C(=O)N(C3CC3)C3CC3)CC)N(C=N2)C (4-(2-chloroacetamido)-N,N-dicyclopropyl-6-ethyl-1-methyl-1,6-dihydroimidazo[4,5-d]pyrrolo[2,3-b]pyridine-7-carboxamide), C(C)(=S)N (thioacetamide). Procedure: To a solution of 4-(2-chloroacetamido)-N,N-dicyclopropyl-6-ethyl-1-methyl-1,6-dihydroimidazo[4,5-d]pyrrolo[2,3-b]pyridine-7-carboxamide (58.5 mg, 0.141 mmol) in DMF (176 μL) was added thioacetamide (12.71 mg, 0.169 mmol). The vial was capped and the reaction mixture was heated at 80° C. 3 h. The reaction mixture was concentrated in vacuo. The crude residue was taken up in MeOH and purified by prep-HPLC. N,N-Dicyclopropyl-6-ethyl-1-methyl-4-(2-methylthiazol-4-ylamino)-1,6-dihydroimidazo[4,5-d]pyr... Solvent: CN(C)C=O (DMF). Product: C1(CC1)N(C(=O)C1=CC=2C(=NC(=C3C2N(C=N3)C)NC=3N=C(SC3)C)N1CC)C1CC1 (N,N-Dicyclopropyl-6-ethyl-1-methyl-4-(2-methylthiazol-4-ylamino)-1,6-dihydroimidazo[4,5-d]pyrrolo[2,3-b]pyridine-7-carboxamide). Conditions: temperature 80 celsius. The reactants are C(C)O (ethanol), C(C)(=O)N1[C@@]([C@@H]([C@@H](C1)OCC1=CC=CC=C1)OCC1=CC=CC=C1)(OCC1=CC=CC=C1)C ((2R,3R,4R)-1-acetyl-3,4-dibenzyloxy-2-benzyloxy-methylpyrrolidine), compound 9, C(C)(=O)N1[C@@]([C@@H]([C@@H](C1)OCC1=CC=CC=C1)OCC1=CC=CC=C1)(OCC1=CC=CC=C1)C ((2R,3R,4R)-1-acetyl-3,4-dibenzyloxy-2-benzyloxy-methylpyrrolidine), Cl (hydrochloric acid). The reagents and catalysts are [Pd] (Pd/C). The solvent is CO (methanol). The product is C(C)(=O)N1[C@@H]([C@H]([C@@H](C1)O)O)CO ((2R,3R,4R)-1-Acetyl-3,4-dihydroxy-2-hydroxymethylpyrrolidine), ed(2R,3R,4R)-1-acetyl-3,4-dihydroxy-2-hydroxymethylpyrrolidine. Yield: 86.0%. As a reaction SMILES: [C:1]([N:4]1[CH2:8][C@@H:7]([O:9]CC2C=CC=CC=2)[C@@H:6]([O:17]CC2C=CC=CC=2)[C@@:5]1([CH3:33])OCC1C=CC=CC=1)(=[O:3])[CH3:2].C([OH:36])C.Cl>[Pd].CO>[C:1]([N:4]1[CH2:8][C@@H:7]([OH:9])[C@H:6]([OH:17])[C@H:5]1[CH2:33][OH:36])(=[O:3])[CH3:2]. Procedure: The title compound was synthesized as described for compound 9 using (2R,3R,4R)-1-acetyl-3,4-dibenzyloxy-2-benzyloxy-methylpyrrolidine (Compound 12) (0.595 g, 1.3 mmol), ethanol (30 ml), methanol (10 ml), 10% Pd/C (0.10 g) and a catalytic amount of 1M hydrochloric acid. Purification of the product on silica gel (Eluent: Ethyl acetate/methanol (1:1)) afford-ed(2R,3R,4R)-1-acetyl-3,4-dihydroxy-2-hydroxymethylpyrrolidine(0.2g,yield: 86%) as an oil. Starting materials: CC1=C(C=CC=C1)C=NC(C)(C)C (N-[(2-methylphenyl)methylene]-1,1-dimethylethanamine), [Li]CCCC (n-BuLi), O1CCCC1 (tetrahydrofuran), ClCCCCCCCC1=CC=CC=C1 (1-chloro-7-phenylheptane), O1CCCC1 (tetrahydrofuran). Reaction conditions: temperature 50 celsius, time 30 minute. The product is C1(=CC=CC=C1)CCCCCCCCC1=C(C=O)C=CC=C1 (2-(8-phenyloctyl)benzaldehyde). Reaction SMILES: [CH3:1][C:2]1[CH:7]=[CH:6][CH:5]=[CH:4][C:3]=1[CH:8]=NC(C)(C)C.[Li]CCCC.Cl[CH2:20][CH2:21][CH2:22][CH2:23][CH2:24][CH2:25][CH2:26][C:27]1[CH:32]=[CH:31][CH:30]=[CH:29][CH:28]=1.[O:33]1CCCC1>>[C:27]1([CH2:26][CH2:25][CH2:24][CH2:23][CH2:22][CH2:21][CH2:20][CH2:8][C:3]2[CH:4]=[CH:5][CH:6]=[CH:7][C:2]=2[CH:1]=[O:33])[CH:32]=[CH:31][CH:30]=[CH:29][CH:28]=1. Procedure: To a stirred solution of N-[(2-methylphenyl)methylene]-1,1-dimethylethanamine (21.0 g, 0.12 mol) in tetrahydrofuran (75 mL), n-BuLi (1.54M, 78 mL, 0.12 mol) was added over 1 h such that the temperature was maintained between 20°-30° C. with cooling. The mixture was stirred for 30 min and 1-chloro-7-phenylheptane (21.05 g, 0.1 mol) in tetrahydrofuran (40 mL) was added quickly. The mixture was heated at 50° C. for 3 h and quenched by the slow addition of dilute hydrochloric acid. Hydrolysis was co... Reactants: [Li+], C1CCOC1, [OH-], CCOC(=O)C(CC(C)C)NC(=O)N(CCO)CCc1ccccc1, O=C(O)CC(O)(CC(=O)O)C(=O)O. Yields the product CC(C)CC(NC(=O)N(CCO)CCc1ccccc1)C(=O)O. Reaction SMILES: [Li+:26].[O:41]1[CH2:42][CH2:43][CH2:44][CH2:45]1.[OH-:27].[OH:1][CH2:2][CH2:3][N:4]([C:5]([NH:6][CH:7]([C:8](=[O:9])[O:10][CH2:11][CH3:12])[CH2:13][CH:14]([CH3:15])[CH3:16])=[O:17])[CH2:18][CH2:19][c:20]1[cH:21][cH:22][cH:23][cH:24][cH:25]1.[OH:28][C:29]([CH2:30][C:31]([C:32](=[O:33])[OH:34])([CH2:35][C:36](=[O:37])[OH:38])[OH:39])=[O:40]>>[OH:1][CH2:2][CH2:3][N:4]([C:5]([NH:6][CH:7]([C:8](=[O:9])[OH:10])[CH2:13][CH:14]([CH3:15])[CH3:16])=[O:17])[CH2:18][CH2:19][c:20]1[cH:21][cH:22][cH:23][cH:24][cH:25]1.